This data is from the Open Reaction Database (ORD), a public repository of structured organic reaction records. The task is: describe an organic reaction: reactants, conditions, products, and yield The reactants are CCO, O=[N+]([O-])c1ccc(F)c(F)c1F, NCCO. Yields the product O=[N+]([O-])c1ccc(F)c(F)c1NCCO. RXN SMILES: [CH3:17][CH2:18][OH:19].[F:1][c:2]1[c:3]([F:12])[c:4]([F:11])[c:5]([N+:8](=[O:9])[O-:10])[cH:6][cH:7]1.[NH2:13][CH2:14][CH2:15][OH:16]>>[F:1][c:2]1[c:3]([F:12])[c:4]([NH:13][CH2:14][CH2:15][OH:16])[c:5]([N+:8](=[O:9])[O-:10])[cH:6][cH:7]1. The reactants are C1CCOC1, Cc1ccnc(N)c1, CC1(C)c2cccc(P(c3ccccc3)c3ccccc3)c2Oc2c(P(c3ccccc3)c3ccccc3)cccc21, Nc1nccs1, [Na+], [Na+], O=C([O-])[O-], O=C(C=Cc1ccccc1)C=Cc1ccccc1, O=C(C=Cc1ccccc1)C=Cc1ccccc1, O=C(C=Cc1ccccc1)C=Cc1ccccc1, [Pd], [Pd]. The product is Cc1ccnc(Nc2nccs2)c1. RXN SMILES: [CH2:63]1[O:64][CH2:65][CH2:66][CH2:67]1.[CH3:1][c:2]1[cH:3][c:4]([NH2:8])[n:5][cH:6][cH:7]1.[CH3:21][C:22]1([CH3:23])[c:24]2[cH:25][cH:26][cH:27][c:28]([P:29]([c:30]3[cH:31][cH:32][cH:33][cH:34][cH:35]3)[c:36]3[cH:37][cH:38][cH:39][cH:40][cH:41]3)[c:42]2[O:43][c:44]2[c:45]1[cH:46][cH:47][cH:48][c:49]2[P:50]([c:51]1[cH:52][cH:53][cH:54][cH:55][cH:56]1)[c:57]1[cH:58][cH:59][cH:60][cH:61][cH:62]1.[NH2:9][c:10]1[s:11][cH:12][cH:13][n:14]1.[Na+:15].[Na+:16].[O-:17][C:18](=[O:19])[O-:20].[O:106]=[C:107]([CH:108]=[CH:109][c:110]1[cH:111][cH:112][cH:113][cH:114][cH:115]1)[CH:116]=[CH:117][c:118]1[cH:119][cH:120][cH:121][cH:122][cH:123]1.[O:70]=[C:71]([CH:72]=[CH:73][c:74]1[cH:75][cH:76][cH:77][cH:78][cH:79]1)[CH:80]=[CH:81][c:82]1[cH:83][cH:84][cH:85][cH:86][cH:87]1.[O:88]=[C:89]([CH:90]=[CH:91][c:92]1[cH:93][cH:94][cH:95][cH:96][cH:97]1)[CH:98]=[CH:99][c:100]1[cH:101][cH:102][cH:103][cH:104][cH:105]1.[Pd:68].[Pd:69]>>[CH3:1][c:2]1[cH:3][c:4]([NH:8][c:10]2[s:11][cH:12][cH:13][n:14]2)[n:5][cH:6][cH:7]1. Reactants: [O-]CC.[Na+] (sodium ethoxide), [O-]CC.[Na+] (Sodium ethoxide), CS(=O)(=O)C=1N(C2=C(C=NC=3C=CC=NC23)N1)CCNC(OC(C)(C)C)=O (tert-butyl 2-[2-(methylsulfonyl)-1H-imidazo[4,5-c][1,5]naphthyridin-1-yl]ethylcarbamate), [O-]CC.[Na+] (sodium ethoxide). The solvent is C(C)O (ethanol). The product is N1=C2C3=C(C=NC2=CC=C1)N=C1N3CCN1 (9,10-dihydro-8H-imidazo[1′,2′:1,2]imidazo[4,5-c][1,5]naphthyridine). Yield: 69.1%. As a reaction SMILES: [O-]CC.[Na+].CS([C:9]1[N:10]([CH2:22][CH2:23][NH:24]C(=O)OC(C)(C)C)[C:11]2[C:20]3[N:19]=[CH:18][CH:17]=[CH:16][C:15]=3[N:14]=[CH:13][C:12]=2[N:21]=1)(=O)=O>C(O)C>[N:19]1[CH:18]=[CH:17][CH:16]=[C:15]2[C:20]=1[C:11]1[N:10]3[CH2:22][CH2:23][NH:24][C:9]3=[N:21][C:12]=1[CH:13]=[N:14]2 |f:0.1|. Procedure details: Sodium ethoxide (4.2 g, 61 mmol) was added in one portion to a solution of tert-butyl 2-[2-(methylsulfonyl)-1H-imidazo[4,5-c][1,5]naphthyridin-1-yl]ethylcarbamate (20 g, 50 mmol) in ethanol (200 mL), and the resulting mixture was heated at reflux for four hours. Analysis by LC/MS indicated that no reaction had taken place, and additional sodium ethoxide (4.2 g, 61 mmol) was added. The mixture was heated at reflux overnight. Analysis by LC/MS indicated the presence of starting material, and a sol... Starting materials: S1N=CC2=C1C=CC=C2OCC2CO2 (1-(1,2-benzisothiazol-4-yloxy)-2,3-epoxy-propane), N (ammonia). Solvent: C(C)O (ethanol). Conditions: time 3 hour. Product: OC(COC1=CC=CC2=C1C=NS2)CN (4-(2-Hydroxy-3-aminopropoxy)-1,2-benzisothiazole). RXN SMILES: [S:1]1[C:5]2[CH:6]=[CH:7][CH:8]=[C:9]([O:10][CH2:11][CH:12]3[O:14][CH2:13]3)[C:4]=2[CH:3]=[N:2]1.[NH3:15]>C(O)C>[OH:14][CH:12]([CH2:13][NH2:15])[CH2:11][O:10][C:9]1[C:4]2[CH:3]=[N:2][S:1][C:5]=2[CH:6]=[CH:7][CH:8]=1. Reported procedure: 4.0 g of 1-(1,2-benzisothiazol-4-yloxy)-2,3-epoxy-propane in 100 ml of aqueous ammonia and 300 ml of ethanol are left to stand for 3 hours at 35° C. The mixture is concentrated, the semi-crystalline residue is dissolved in ethanol and a solution of hydrogen chloride in ether is added dropwise. The hydrochloride which precipitates is filtered off, washed with dry ether and dried. The reagents and catalysts are C=1C=CC(=CC1)[P](C=2C=CC=CC2)(C=3C=CC=CC3)[Pd]([P](C=4C=CC=CC4)(C=5C=CC=CC5)C=6C=CC=CC6)([P](C=7C=CC=CC7)(C=8C=CC=CC8)C=9C=CC=CC9)[P](C=1C=CC=CC1)(C=1C=CC=CC1)C=1C=CC=CC1 (Pd(PPh3)4). Procedure details: A mixture of 5-bromo-2-iodopyrimidine (2.58 mmol, 0.500 g), 2-fluorophenylboronic acid (3.87 mmol, 0.542 g), 2M aqueous solution of K2CO3 (7.76 mmol, 3.9 ml), Pd(PPh3)4 in dioxane (12 ml) was heated at 110° C. overnight. The solvent was evaporated and the solid residue was extracted between water and ethyl acetate. The organic phase was evaporated and the crude residue was purified by chromatography over SiO2 eluting with hexane/ethyl acetate mixtures affording 0.466 g (yield 56%) of the expecte... Product: BrC=1C=NC(=NC1)C1=C(C=CC=C1)F (5-Bromo-2-(2-fluorophenyl)pyrimidine). As a reaction SMILES: [Br:1][C:2]1[CH:3]=[N:4][C:5](I)=[N:6][CH:7]=1.[F:9][C:10]1[CH:15]=[CH:14][CH:13]=[CH:12][C:11]=1B(O)O.C([O-])([O-])=O.[K+].[K+]>O1CCOCC1.C1C=CC([P]([Pd]([P](C2C=CC=CC=2)(C2C=CC=CC=2)C2C=CC=CC=2)([P](C2C=CC=CC=2)(C2C=CC=CC=2)C2C=CC=CC=2)[P](C2C=CC=CC=2)(C2C=CC=CC=2)C2C=CC=CC=2)(C2C=CC=CC=2)C2C=CC=CC=2)=CC=1>[Br:1][C:2]1[CH:3]=[N:4][C:5]([C:11]2[CH:12]=[CH:13][CH:14]=[CH:15][C:10]=2[F:9])=[N:6][CH:7]=1 |f:2.3.4,^1:34,36,55,74|. Reactants: BrC=1C=NC(=NC1)I (5-bromo-2-iodopyrimidine), FC1=C(C=CC=C1)B(O)O (2-fluorophenylboronic acid), aqueous solution, C(=O)([O-])[O-].[K+].[K+] (K2CO3). Isolated yield 71.4%. Run in O1CCOCC1 (dioxane). Run at temperature 110 celsius. The reactants are C1CCOC1, Cc1ccccc1CN(CCc1ccc([N+](=O)[O-])cc1)C(=O)C(F)(F)F, CO. Product: Cc1ccccc1CN(CCc1ccc(N)cc1)C(=O)C(F)(F)F. Reaction SMILES: [CH2:27]1[O:28][CH2:29][CH2:30][CH2:31]1.[CH3:1][c:2]1[c:3]([CH2:8][N:9]([C:10]([C:11]([F:12])([F:13])[F:14])=[O:15])[CH2:16][CH2:17][c:18]2[cH:19][cH:20][c:21]([N+:24]([O-:25])=[O:26])[cH:22][cH:23]2)[cH:4][cH:5][cH:6][cH:7]1.[CH3:32][OH:33]>>[CH3:1][c:2]1[c:3]([CH2:8][N:9]([C:10]([C:11]([F:12])([F:13])[F:14])=[O:15])[CH2:16][CH2:17][c:18]2[cH:19][cH:20][c:21]([NH2:24])[cH:22][cH:23]2)[cH:4][cH:5][cH:6][cH:7]1. Reactants: N1C(=CC=2C1=NC=CC2)C(=O)OC (methyl 1H-pyrrolo[2,3-b]pyridine-2-carboxylate), N.O (NH3.H2O). Run in CO (MeOH). Run at temperature 80 celsius. Product: N1C(=CC=2C1=NC=CC2)C(=O)N (1H-Pyrrolo[2,3-b]pyridine-2-carboxamide). RXN SMILES: [NH:1]1[C:5]2=[N:6][CH:7]=[CH:8][CH:9]=[C:4]2[CH:3]=[C:2]1[C:10]([O:12]C)=O.[NH3:14].O>CO>[NH:1]1[C:5]2=[N:6][CH:7]=[CH:8][CH:9]=[C:4]2[CH:3]=[C:2]1[C:10]([NH2:14])=[O:12] |f:1.2|. Procedure: To a solution of methyl 1H-pyrrolo[2,3-b]pyridine-2-carboxylate (H-1) (880 mg, 5.0 mmol) in MeOH (2 mL) was added NH3.H2O (6 mL). The reaction was heated at 80° C. overnight. After being cooled to room temperature, the mixture was concentrated in vacuo to afford the title compound (805 mg) as a yellow solid, which was used for the next step without further purification. MS (m/z): 162 (M+1)+. Reactants: COC(=O)c1ccc(Br)c([N+](=O)[O-])c1, ClCCl, [Cu], Ic1ccccc1. Product: COC(=O)c1ccc(-c2ccccc2)c([N+](=O)[O-])c1. As a reaction SMILES: [CH3:1][O:2][C:3]([c:4]1[cH:5][c:6]([N+:11](=[O:12])[O-:13])[c:7]([Br:10])[cH:8][cH:9]1)=[O:14].[Cl:22][CH2:23][Cl:24].[Cu:25].[I:15][c:16]1[cH:17][cH:18][cH:19][cH:20][cH:21]1>>[CH3:1][O:2][C:3]([c:4]1[cH:5][c:6]([N+:11](=[O:12])[O-:13])[c:7](-[c:16]2[cH:17][cH:18][cH:19][cH:20][cH:21]2)[cH:8][cH:9]1)=[O:14]. Starting materials: C[Si](C)(C)C=[N+]=[N-] (trimethylsilyl-diazomethane), BrC1=CC=C(C=C1)C1=C(C(=NO1)C)C(=O)Cl (5-(4-Bromo-phenyl)-3-methyl-isoxazole-4-carbonyl chloride), Br (Hydrobromic acid). Run in C(C)#N (ACN). Conditions: time 2 hour. Product: BrCC(=O)C=1C(=NOC1C1=CC=C(C=C1)Br)C (2-Bromo-1-[5-(4-bromo-phenyl)-3-methyl-isoxazol-4-yl]ethanone). Reaction SMILES: [Br:1][C:2]1[CH:7]=[CH:6][C:5]([C:8]2[O:12][N:11]=[C:10]([CH3:13])[C:9]=2[C:14](Cl)=[O:15])=[CH:4][CH:3]=1.[CH3:17][Si](C=[N+]=[N-])(C)C.[BrH:24]>C(#N)C>[Br:24][CH2:17][C:14]([C:9]1[C:10]([CH3:13])=[N:11][O:12][C:8]=1[C:5]1[CH:6]=[CH:7][C:2]([Br:1])=[CH:3][CH:4]=1)=[O:15]. Reported procedure: 5-(4-Bromo-phenyl)-3-methyl-isoxazole-4-carbonyl chloride (from the previous step) was dissolved in ACN (30 mL) then trimethylsilyl-diazomethane (2M in Et2O, 16.38 mL, 32.76 mmol) was slowly added and the reaction stirred at room temperature for 2 hours. Hydrobromic acid (30% aq., 7 mL) was carefully added and the reaction stirred for an additional 1 hour. The mixture was submitted to standard aqueous workup then purified on silica gel (0-20% EtOAc in hexanes) to afford the title compound. Reactants: C1CCOC1, CCN(C(C)C)C(C)C, Nc1ccc(F)c([N+](=O)[O-])c1, O, O=C(Cl)c1ccco1. Yields the product O=C(Nc1ccc(F)c([N+](=O)[O-])c1)c1ccco1. RXN SMILES: [CH2:30]1[O:31][CH2:32][CH2:33][CH2:34]1.[CH:12]([N:13]([CH2:14][CH3:15])[CH:16]([CH3:17])[CH3:18])([CH3:19])[CH3:20].[F:1][c:2]1[c:3]([N+:9](=[O:10])[O-:11])[cH:4][c:5]([NH2:8])[cH:6][cH:7]1.[OH2:29].[o:21]1[c:22]([C:26](=[O:27])[Cl:28])[cH:23][cH:24][cH:25]1>>[F:1][c:2]1[c:3]([N+:9](=[O:10])[O-:11])[cH:4][c:5]([NH:8][C:26]([c:22]2[o:21][cH:25][cH:24][cH:23]2)=[O:27])[cH:6][cH:7]1.